describe an organic reaction: reactants, conditions, products, and yield From a dataset of the Open Reaction Database (ORD), a public repository of structured organic reaction records. Reactants: resultant mixture, O(C1=CC=CC=C1)C1=C(C(=O)O)C=CC=C1 (2-phenoxybenzoic acid), C1=CC=CC=C1 (benzene), S(=O)(Cl)Cl (thionyl chloride). Reagents/catalysts: CN(C)C=O (DMF). Solvent: C(C)O (ethanol). Reaction conditions: time 8 hour. Yields the product C(C)OC(C1=C(C=CC=C1)OC1=CC=CC=C1)=O (ethyl-2-phenoxybenzoate). Isolated yield 100.0%. Reaction SMILES: [O:1]([C:8]1[CH:16]=[CH:15][CH:14]=[CH:13][C:9]=1[C:10]([OH:12])=[O:11])[C:2]1[CH:7]=[CH:6][CH:5]=[CH:4][CH:3]=1.[CH:17]1C=CC=C[CH:18]=1.S(Cl)(Cl)=O>CN(C=O)C.C(O)C>[CH2:17]([O:11][C:10](=[O:12])[C:9]1[CH:13]=[CH:14][CH:15]=[CH:16][C:8]=1[O:1][C:2]1[CH:3]=[CH:4][CH:5]=[CH:6][CH:7]=1)[CH3:18]. Reported procedure: To a mixture of 2-phenoxybenzoic acid (7.71 g; 0.036 mol) dry benzene (80 ml), thionyl chloride (4.76 g; 0.04 mol) and DMF (2 drops) were added, and the resultant mixture was stirred under reflux for 2 hours. The reaction mixture was dropwise added to dry ethanol (100 ml) under ice-cooling in 30 minutes, followed by allowing to stand overnight. The reaction mixture was concentrated under reduced pressure and, after addition of a 4% aqueous sodium hydrogen carbonate solution (150 ml) thereto, ext... Reactants: BrC1=C(C=CC=2C(=NOC21)C2=C(C=CC=C2)F)OC (7-bromo-3-(2-fluorophenyl)-6-methoxy-1,2-benzisoxazole), BrCC(=O)OCC (ethyl bromoacetate), C([O-])([O-])=O.[K+].[K+] (potassium carbonate), CN(C=O)C (dimethylformamide). Solvent: O (water). Run at temperature 65 celsius. Product: C(C)OC(COC1=C(C2=C(C(=NO2)C2=C(C=CC=C2)F)C=C1)Br)=O (ethyl{[7-bromo-3-(2-fluorophenyl)-1,2-benzisoxazol-6yl]oxy}acetate). RXN SMILES: [Br:1][C:2]1[C:10]2[O:9][N:8]=[C:7]([C:11]3[CH:16]=[CH:15][CH:14]=[CH:13][C:12]=3[F:17])[C:6]=2[CH:5]=[CH:4][C:3]=1[O:18][CH3:19].BrC[C:22]([O:24][CH2:25][CH3:26])=[O:23].C(=O)([O-])[O-].[K+].[K+].CN(C)C=O>O>[CH2:25]([O:24][C:22](=[O:23])[CH2:19][O:18][C:3]1[CH:4]=[CH:5][C:6]2[C:7]([C:11]3[CH:16]=[CH:15][CH:14]=[CH:13][C:12]=3[F:17])=[N:8][O:9][C:10]=2[C:2]=1[Br:1])[CH3:26] |f:2.3.4|. Reported procedure: A mixture of 11.6 g of 7-bromo-3-(2-fluorophenyl)-6-methoxy-1,2-benzisoxazole, 17.5 g of ethyl bromoacetate, 13.3 g of potassium carbonate and 100 ml of dimethylformamide is heated at 65° C. for 5 hr. The reaction mixture is poured into water and the mixture is extracted with ether. The ether extracts are washed, dried and evaporated to afford ethyl{[7-bromo-3-(2-fluorophenyl)-1,2-benzisoxazol-6yl]oxy}acetate, mp 130°-131° C. Reactants: BrC=1C=C(C(=NC1)N)N (5-bromo-2,3-diaminopyridine), ClC=1C=C(C=O)C=CC1O (3-chloro-4-hydroxybenzaldehyde). Yields the product BrC=1C=C2C(=NC1)NC(=N2)C2=CC(=C(C=C2)O)Cl (4-(6-Bromo-3H-imidazo[4,5-b]pyridin-2-yl)-2-chlorophenol). As a reaction SMILES: [Br:1][C:2]1[CH:3]=[C:4]([NH2:9])[C:5]([NH2:8])=[N:6][CH:7]=1.[Cl:10][C:11]1[CH:12]=[C:13]([CH:16]=[CH:17][C:18]=1[OH:19])[CH:14]=O>>[Br:1][C:2]1[CH:3]=[C:4]2[N:9]=[C:14]([C:13]3[CH:16]=[CH:17][C:18]([OH:19])=[C:11]([Cl:10])[CH:12]=3)[NH:8][C:5]2=[N:6][CH:7]=1. Reported procedure: The title compound was prepared from 5-bromo-2,3-diaminopyridine and 3-chloro-4-hydroxybenzaldehyde. Starting materials: BrCC1=CC2=CC=CC=C2C=C1C (2-bromomethyl3-methylnaphthalene), [C-]#N.[Na+] (NaCN). The solvent is O (H2O). Yields the product CC=1C(=CC2=CC=CC=C2C1)CC#N ((3-Methyl-2-naphthalenyl)acetonitrile). The yield is 98.6%. RXN SMILES: Br[CH2:2][C:3]1[C:12]([CH3:13])=[CH:11][C:10]2[C:5](=[CH:6][CH:7]=[CH:8][CH:9]=2)[CH:4]=1.[C-:14]#[N:15].[Na+]>O>[CH3:13][C:12]1[C:3]([CH2:2][C:14]#[N:15])=[CH:4][C:5]2[C:10]([CH:11]=1)=[CH:9][CH:8]=[CH:7][CH:6]=2 |f:1.2|. Procedure: A suspension of 2-bromomethyl3-methylnaphthalene (2.87 g, 12.2 mmol) and NaCN (652 mg, 13.3 mmol) in CH3CH/H2O (9:1, 125 mL) was heated to reflux for 1 hour. Upon warming, the suspension became homogeneous. After cooling to room temperature, the volatiles were removed from the reaction mixture in vacuo and the residue was partitioned between 2O (150 mL) and CH2Cl2 (150 mL). The aqueous phase was extracted with CH2Cl2 (1×150 mL). The combined organic layers were dried (Na2SO4) and concentrated in... Reactants: B(Cl)(Cl)Cl (boron trichloride), B(F)(F)F.CCOCC (boron trifluoride etherate), lithium trisubstituted-silylacetylene, COB1C2CCCC1CCC2 (B-methoxy-9-borabicyclo[3.3.1]nonane), B(F)(F)F.CCOCC (boron trifluoride etherate). Run in COC(C)(C)C (t-butyl methyl ether), O1CCCC1 (tetrahydrofuran), CCCCC (pentane), CCCCCC (hexane), C(C)OCC (diethyl ether), O1CCCC1 (tetrahydrofuran). Yields the product CCCCCCCCC (nonane), ( I ). As a reaction SMILES: COB1[CH:8]2[CH2:9][CH2:10][CH2:11][CH:4]1[CH2:5][CH2:6][CH2:7]2.B(F)(F)F.[CH3:16]COCC.B(Cl)(Cl)Cl>O1CCCC1.CCCCC.C(OCC)C.COC(C)(C)C.CCCCCC>[CH3:16][CH2:5][CH2:6][CH2:7][CH2:8][CH2:9][CH2:10][CH2:11][CH3:4] |f:1.2|. Procedure details: For example, the appropriate lithium trisubstituted-silylacetylene (2) is contacted with an equimolar amount of B-methoxy-9-borabicyclo[3.3.1]nonane (3) in a suitable anhydrous inert organic solvent such as tetrahydrofuran, hexane, t-butyl methyl ether, diethyl ether, pentane and the like with tetrahydrofuran being preferred. The reactants are typically stirred together under an inert atmosphere for a period of time ranging from 5 minutes to 48 hours at a temperature range of from -78° C. to roo...